This data is from the Open Reaction Database (ORD), a public repository of structured organic reaction records. The task is: describe an organic reaction: reactants, conditions, products, and yield Reactants: O (water), OC1=C(C=C(C=O)C=C1)OC (4-hydroxy-3-methoxybenzaldehyde), C(=O)(O)C(C(=O)O)C(=O)NC1=CC=CC=C1 (2-carboxymalonanilic acid), N1CCCCC1 (piperidine), C1=CC=CC=C1 (benzene). Product: OC1=C(C=C(C=CC(=O)NC=2C(C(=O)[O-])=CC=CC2)C=C1)OC.[NH2+]1CCCCC1 (piperidinium N-(4-hydroxy-3-methoxycinnamoyl)anthranilate). RXN SMILES: [OH:1][C:2]1[CH:9]=[CH:8][C:5]([CH:6]=O)=[CH:4][C:3]=1[O:10][CH3:11].C([CH:15](C([NH:21][C:22]1[CH:27]=[CH:26][CH:25]=[CH:24]C=1)=O)[C:16]([OH:18])=[O:17])(O)=O.[NH:28]1[CH2:33][CH2:32][CH2:31][CH2:30][CH2:29]1.[OH2:34].[CH:35]1[CH:40]=CC=CC=1>>[OH:1][C:2]1[CH:9]=[CH:8][C:5]([CH:6]=[CH:40][C:35]([NH:28][C:33]2[C:15](=[CH:29][CH:30]=[CH:31][CH:32]=2)[C:16]([O-:18])=[O:17])=[O:34])=[CH:4][C:3]=1[O:10][CH3:11].[NH2+:21]1[CH2:22][CH2:27][CH2:26][CH2:25][CH2:24]1 |f:5.6|. Procedure details: A solution of 2.54 g of 4-hydroxy-3-methoxybenzaldehyde, 3.8 g of 2-carboxymalonanilic acid, and 4.29 g of piperidine in 17 ml of benzene is heated for 3 hours under reflux with removal of water of reaction. After completion of the reaction, the reaction mixture is cooled and the precipitated crystals are collected by filtration and dried to obtain 6.34 g of piperidinium N-(4-hydroxy-3-methoxycinnamoyl)anthranilate, mp. 188°-189° C. The compound structure is confirmed by elemental analysis, and ... Starting materials: ClC1=CC(=NC2=CC=CC(=C12)OC)C (4-Chloro-5-methoxyquinaldine). Reagents/catalysts: [Pt] (platinum on carbon). The product is COC1=C2CCC(NC2=CC=C1)C (5-methoxy-2-methyltetrahydroquinoline). RXN SMILES: Cl[C:2]1[C:11]2[C:6](=[CH:7][CH:8]=[CH:9][C:10]=2[O:12][CH3:13])[N:5]=[C:4]([CH3:14])[CH:3]=1>[Pt]>[CH3:13][O:12][C:10]1[CH:9]=[CH:8][CH:7]=[C:6]2[C:11]=1[CH2:2][CH2:3][CH:4]([CH3:14])[NH:5]2. Reported procedure: 4-Chloro-5-methoxyquinaldine was reduced with platinum on carbon to give 5-methoxy-2-methyltetrahydroquinoline. The reactants are CO, CCOC(C)=O, COC(=O)c1ccc(-c2cc(C(F)F)ccc2F)c(C2=CCCC2(C)C)c1, [Pd]. Yields the product COC(=O)c1ccc(-c2cc(C(F)F)ccc2F)c(C2CCCC2(C)C)c1. As a reaction SMILES: [CH3:28][OH:29].[CH3:30][CH2:31][O:32][C:33]([CH3:34])=[O:35].[F:1][CH:2]([c:3]1[cH:4][cH:5][c:6]([F:26])[c:7](-[c:9]2[c:10]([C:19]3=[CH:20][CH2:21][CH2:22][C:23]3([CH3:24])[CH3:25])[cH:11][c:12]([C:15](=[O:16])[O:17][CH3:18])[cH:13][cH:14]2)[cH:8]1)[F:27].[Pd:36]>>[F:1][CH:2]([c:3]1[cH:4][cH:5][c:6]([F:26])[c:7](-[c:9]2[c:10]([CH:19]3[CH2:20][CH2:21][CH2:22][C:23]3([CH3:24])[CH3:25])[cH:11][c:12]([C:15](=[O:16])[O:17][CH3:18])[cH:13][cH:14]2)[cH:8]1)[F:27]. The reactants are C1CCOC1, COC(=O)c1cc([N+](=O)[O-])ccc1Nc1ccc(CCc2ccc(Cl)c(Cl)c2)cc1, CCO, [Na+], [OH-]. Reaction SMILES: [CH2:36]1[O:37][CH2:38][CH2:39][CH2:40]1.[CH3:1][O:2][C:3]([c:4]1[c:5]([NH:13][c:14]2[cH:15][cH:16][c:17]([CH2:20][CH2:21][c:22]3[cH:23][c:24]([Cl:29])[c:25]([Cl:28])[cH:26][cH:27]3)[cH:18][cH:19]2)[cH:6][cH:7][c:8]([N+:10](=[O:11])[O-:12])[cH:9]1)=[O:30].[CH3:33][CH2:34][OH:35].[Na+:32].[OH-:31]>>[O:2]=[C:3]([c:4]1[c:5]([NH:13][c:14]2[cH:15][cH:16][c:17]([CH2:20][CH2:21][c:22]3[cH:23][c:24]([Cl:29])[c:25]([Cl:28])[cH:26][cH:27]3)[cH:18][cH:19]2)[cH:6][cH:7][c:8]([N+:10](=[O:11])[O-:12])[cH:9]1)[OH:30]. The product is O=C(O)c1cc([N+](=O)[O-])ccc1Nc1ccc(CCc2ccc(Cl)c(Cl)c2)cc1. Starting materials: CC(=O)[O-], Cc1ccc(-c2ccccc2C(=O)CBr)cc1, [K+], O. The product is CC(=O)OCC(=O)c1ccccc1-c1ccc(C)cc1. As a reaction SMILES: [CH3:19][C:20]([O-:21])=[O:22].[CH3:1][c:2]1[cH:3][cH:4][c:5](-[c:8]2[c:9]([C:14]([CH2:15][Br:16])=[O:17])[cH:10][cH:11][cH:12][cH:13]2)[cH:6][cH:7]1.[K+:18].[OH2:23]>>[CH3:1][c:2]1[cH:3][cH:4][c:5](-[c:8]2[c:9]([C:14]([CH2:15][O:22][C:20]([CH3:19])=[O:21])=[O:17])[cH:10][cH:11][cH:12][cH:13]2)[cH:6][cH:7]1. The reactants are [BH4-].[Na+] (sodium borohydride), N[C@H]1[C@@H](CCCC1)NC1=C(C#N)C=CC(=C1)C(F)(F)F (2-{[(1R,2R)-2-aminocyclohexyl]amino}-4-(trifluoromethyl)benzonitrile), C(C)(=O)O (acetic acid). Run at temperature 60 celsius. Yields the product C(C)N[C@H]1[C@@H](CCCC1)NC1=C(C#N)C=CC(=C1)C(F)(F)F (2-{[(1R,2R)-2-(ethylamino)cyclohexyl]amino}-4-(trifluoromethyl)benzonitrile). Reaction SMILES: [BH4-].[Na+].[NH2:3][C@@H:4]1[CH2:9][CH2:8][CH2:7][CH2:6][C@H:5]1[NH:10][C:11]1[CH:18]=[C:17]([C:19]([F:22])([F:21])[F:20])[CH:16]=[CH:15][C:12]=1[C:13]#[N:14].[C:23](O)(=O)[CH3:24]>>[CH2:23]([NH:3][C@@H:4]1[CH2:9][CH2:8][CH2:7][CH2:6][C@H:5]1[NH:10][C:11]1[CH:18]=[C:17]([C:19]([F:20])([F:21])[F:22])[CH:16]=[CH:15][C:12]=1[C:13]#[N:14])[CH3:24] |f:0.1|. Procedure details: Under ice-cooling, sodium borohydride was slowly added in small portions to an acetic acid solution of 2-{[(1R,2R)-2-aminocyclohexyl]amino}-4-(trifluoromethyl)benzonitrile, followed by heating at 60° C. for 6 hours. By post-treating the reaction liquid, 2-{[(1R,2R)-2-(ethylamino)cyclohexyl]amino}-4-(trifluoromethyl)benzonitrile was obtained. A formalin aqueous solution and sodium triacetoxyborohydride were added to a THF solution of this, followed by stirring. By post-treating the reaction liqui...